Dataset: the Open Reaction Database (ORD), a public repository of structured organic reaction records. Task: describe an organic reaction: reactants, conditions, products, and yield Reactants: CCOP(=O)(C#N)OCC, ClCCl, CN1CCOCC1, O=C(O)c1ccc(I)cc1, CC(C)(C)NS(=O)(=O)c1cccc2snc(NCCCN)c12. The product is CC(C)(C)NS(=O)(=O)c1cccc2snc(NCCCNC(=O)c3ccc(I)cc3)c12. Reaction SMILES: [C:11]([P:12](=[O:13])([O:14][CH2:15][CH3:16])[O:17][CH2:18][CH3:19])#[N:20].[CH2:50]([Cl:51])[Cl:52].[CH3:21][N:22]1[CH2:23][CH2:24][O:25][CH2:26][CH2:27]1.[I:1][c:2]1[cH:3][cH:4][c:5]([C:6](=[O:7])[OH:8])[cH:9][cH:10]1.[NH2:28][CH2:29][CH2:30][CH2:31][NH:32][c:33]1[n:34][s:35][c:36]2[c:37]1[c:38]([S:42](=[O:43])(=[O:44])[NH:45][C:46]([CH3:47])([CH3:48])[CH3:49])[cH:39][cH:40][cH:41]2>>[I:1][c:2]1[cH:3][cH:4][c:5]([C:6](=[O:8])[NH:28][CH2:29][CH2:30][CH2:31][NH:32][c:33]2[n:34][s:35][c:36]3[c:37]2[c:38]([S:42](=[O:43])(=[O:44])[NH:45][C:46]([CH3:47])([CH3:48])[CH3:49])[cH:39][cH:40][cH:41]3)[cH:9][cH:10]1. Reactants: C(=O)(C(F)(F)F)O (TFA), COC1=CC=C(C=C1)NNC(=O)OC(C)(C)C (tert-butyl 2-(4-methoxyphenyl)hydrazinecarboxylate), ClC1=CC=C(C(=C1C(=O)N=C=O)F)CNC(C(C)(C)C)=O (6-chloro-2-fluoro-3-(pivalamidomethyl)benzoyl isocyanate). The solvent is C(Cl)Cl (DCM). The product is ClC1=C(C(=C(CNC(C(C)(C)C)=O)C=C1)F)C1=NN(C(N1)=O)C1=CC=C(C=C1)OC (N-(4-Chloro-2-fluoro-3-(1-(4-methoxyphenyl)-5-oxo-4,5-dihydro-1H-1,2,4-triazol-3-yl)benzyl)pivalamide), pure product. Reaction SMILES: [CH3:1][O:2][C:3]1[CH:8]=[CH:7][C:6]([NH:9][NH:10]C(OC(C)(C)C)=O)=[CH:5][CH:4]=1.[Cl:18][C:19]1[C:24]([C:25]([N:27]=[C:28]=[O:29])=O)=[C:23]([F:30])[C:22]([CH2:31][NH:32][C:33](=[O:38])[C:34]([CH3:37])([CH3:36])[CH3:35])=[CH:21][CH:20]=1.C(O)(C(F)(F)F)=O>C(Cl)Cl>[Cl:18][C:19]1[CH:20]=[CH:21][C:22]([CH2:31][NH:32][C:33](=[O:38])[C:34]([CH3:37])([CH3:36])[CH3:35])=[C:23]([F:30])[C:24]=1[C:25]1[NH:27][C:28](=[O:29])[N:9]([C:6]2[CH:7]=[CH:8][C:3]([O:2][CH3:1])=[CH:4][CH:5]=2)[N:10]=1. Reported procedure: The title compound was prepared by following the procedure as described for Example-83 by using tert-butyl 2-(4-methoxyphenyl)hydrazinecarboxylate (Intermediate-55, 0.060 g, 0.21 mmol), 6-chloro-2-fluoro-3-(pivalamidomethyl)benzoyl isocyanate (Intermediate-51, 0.101 g, 0.32 mmol), DCM (10 mL) and TFA (3 mL) to afford 0.018 g of pure product. 1H NMR (400 MHz, CDCl3): δ 1.20 (s, 9H), 3.82 (s, 3H), 4.46 (d, J=5.8 Hz, 2H), 6.12 (m, 1H), 6.95 (d, J=8.9 Hz, 2H), 7.26-7.30 (m, 1H), 7.43 (t, J=7.9 Hz, 1... The reactants are IC=1N=C(C=2N=C(N([C@H]3[C@H](O)[C@H](O)[C@@H](CO)O3)C2N1)NCCC)N (2-iodo-8-propylaminoadenosine), C#CCCCC (1-hexyn). The product is C(#CCCCC)C=1N=C(C=2N=C(N([C@H]3[C@H](O)[C@H](O)[C@@H](CO)O3)C2N1)NCCC)N (2-(1-Hexynyl)-8-propylaminoadenosine). RXN SMILES: I[C:2]1[N:3]=[C:4]([NH2:24])[C:5]2[N:6]=[C:7]([NH:20][CH2:21][CH2:22][CH3:23])[N:8]([C:18]=2[N:19]=1)[C@@H:9]1[O:17][C@H:14]([CH2:15][OH:16])[C@@H:12]([OH:13])[C@H:10]1[OH:11].[CH:25]#[C:26][CH2:27][CH2:28][CH2:29][CH3:30]>>[C:25]([C:2]1[N:3]=[C:4]([NH2:24])[C:5]2[N:6]=[C:7]([NH:20][CH2:21][CH2:22][CH3:23])[N:8]([C:18]=2[N:19]=1)[C@@H:9]1[O:17][C@H:14]([CH2:15][OH:16])[C@@H:12]([OH:13])[C@H:10]1[OH:11])#[C:26][CH2:27][CH2:28][CH2:29][CH3:30]. Procedure: The reaction was performed with 2-iodo-8-propylaminoadenosine (9, 68 mg, 0.15 mmol) and 1-hexyn (0.73 mmol). The mixture was purified by column chromatography (EtOAc-10% MeOH in EtOAc). Yield 49 mg (0.12 mmol, 80%), mp 184–186÷C; Rƒ 0.60 (10% MeOH in EtOAc); 1H NMR (DMSO-d6) δ 6.98 (t, 1H, J=5.15 Hz, NH), 6.54 (bs, 2H, NH2), 5.87 (d, 1H, J=7.55 Hz, H-1′), 5.75 (t, 1H, J=4.46 Hz, OH-2′), 5.26 (d, 1H, J=6.86 Hz, OH-5′), 5.15 (d, 1H, J=4.12 Hz, OH-3′), 4.55 (q, 1H, J=6.86 Hz, H-2′), 4.06 (m, 1H, H-... The reactants are [Al+3], [Br-], [Br-], [Br-], CSC, ClCCl, Cl, O, C=CCCCC(CCCC=C)(NC(=O)OCC1c2ccccc2-c2ccccc21)C(=O)OCC. The product is C=CCCCC(CCCC=C)(NC(=O)OCC1c2ccccc2-c2ccccc21)C(=O)O. Reaction SMILES: [Al+3:2].[Br-:1].[Br-:3].[Br-:4].[CH3:41][S:42][CH3:43].[Cl:44][CH2:45][Cl:46].[ClH:40].[OH2:39].[cH:5]1[cH:6][cH:7][cH:8][c:9]2[c:17]1[CH:16]([CH2:18][O:19][C:20](=[O:21])[NH:22][C:23]([C:24](=[O:25])[O:26][CH2:27][CH3:28])([CH2:29][CH2:30][CH2:31][CH:32]=[CH2:33])[CH2:34][CH2:35][CH2:36][CH:37]=[CH2:38])[c:15]1[c:10]-2[cH:11][cH:12][cH:13][cH:14]1>>[cH:5]1[cH:6][cH:7][cH:8][c:9]2[c:17]1[CH:16]([CH2:18][O:19][C:20](=[O:21])[NH:22][C:23]([C:24](=[O:25])[OH:26])([CH2:29][CH2:30][CH2:31][CH:32]=[CH2:33])[CH2:34][CH2:35][CH2:36][CH:37]=[CH2:38])[c:15]1[c:10]-2[cH:11][cH:12][cH:13][cH:14]1. The reactants are CCOC(C)=O, CO, CCCCCC, [I-], [I-], I, Oc1ccc2nc(SCCC(F)C(F)(F)Br)oc2c1, [Zn+2], [Zn]. Yields the product Oc1ccc2nc(SCCC=C(F)F)oc2c1. As a reaction SMILES: [CH2:29]([O:30][C:31](=[O:32])[CH3:33])[CH3:34].[CH3:20][OH:21].[CH3:23][CH2:24][CH2:25][CH2:26][CH2:27][CH3:28].[I-:36].[I-:38].[I:22].[OH:1][c:2]1[cH:3][c:4]2[c:5]([n:6][c:7]([S:9][CH2:10][CH2:11][CH:12]([C:13]([F:14])([F:15])[Br:17])[F:16])[o:8]2)[cH:18][cH:19]1.[Zn+2:37].[Zn:35]>>[OH:1][c:2]1[cH:3][c:4]2[c:5]([n:6][c:7]([S:9][CH2:10][CH2:11][CH:12]=[C:13]([F:14])[F:15])[o:8]2)[cH:18][cH:19]1. The reactants are FC1=CC=C(C=C1)CN1C(=NC2=C1C=CC=C2)N2CCC(CC2)N (1-{1-[(4-fluorophenyl)methyl]-1H-benzimidazol-2-yl}-4-piperidinamine), ClC1=NC=CC=N1 (2-chloropyrimidine), C([O-])(O)=O.[Na+] (sodium bicarbonate). Run in C(C)O (ethanol). Product: FC1=CC=C(C=C1)CN1C(=NC2=C1C=CC=C2)N2CCC(CC2)NC2=NC=CC=N2 (1-{1-[(4-Fluorophenyl)methyl]-1H-benzimidazol-2-yl}-N-(2-pyrimidinyl)-4-piperidinamine). As a reaction SMILES: [F:1][C:2]1[CH:7]=[CH:6][C:5]([CH2:8][N:9]2[C:13]3[CH:14]=[CH:15][CH:16]=[CH:17][C:12]=3[N:11]=[C:10]2[N:18]2[CH2:23][CH2:22][CH:21]([NH2:24])[CH2:20][CH2:19]2)=[CH:4][CH:3]=1.Cl[C:26]1[N:31]=[CH:30][CH:29]=[CH:28][N:27]=1.C(=O)(O)[O-].[Na+]>C(O)C>[F:1][C:2]1[CH:7]=[CH:6][C:5]([CH2:8][N:9]2[C:13]3[CH:14]=[CH:15][CH:16]=[CH:17][C:12]=3[N:11]=[C:10]2[N:18]2[CH2:23][CH2:22][CH:21]([NH:24][C:26]3[N:31]=[CH:30][CH:29]=[CH:28][N:27]=3)[CH2:20][CH2:19]2)=[CH:4][CH:3]=1 |f:2.3|. Procedure details: A mixture of 1.71 g (0.005 mole) of 1-{1-[(4-fluorophenyl)methyl]-1H-benzimidazol-2-yl}-4-piperidinamine, 0.57 g (0.005 mole) of 2-chloropyrimidine, 0.43 g (0.052 mole) of sodium bicarbonate and 19 ml of ethanol is brought to reflux temperature for 2 days and 2 nights. The mixture is evaporated to dryness, and water and 2N sodium hydroxide are added. The product is taken up with methylene chloride, decanted and washed with water. The product is chromatographed on a silica column (eluent: dichlor... The reactants are C(C=C)OC(=O)O[C@H](C)[C@@H]1[C@@H]2N(C(=C([C@@H]2C)CN2S(C3=CC=CC=C3C(=N2)C2=CC=CC=C2)(=O)=O)C(=O)OCC=C)C1=O (Allyl (1S,5R,6S)-6-[1(R)-allyloxycarbonyloxy-ethyl]-2-(1,1-dioxo-4-phenyl-2H-1-thia-2,3-diaza-naphthalen-2-ylmethyl)-1-methyl-carbapen-2-em-3-carboxylate), C1(=CC=CC=C1)P(C1=CC=CC=C1)C1=CC=CC=C1 (triphenylphosphine), C(C)C(C(=O)[O-])CCCC.[Na+] (sodium 2-ethyl-hexanoate), C(C)(=O)OCC (ethyl acetate), C(C)(=O)OCC (ethyl acetate). Reagents/catalysts: C=1C=CC(=CC1)[P](C=2C=CC=CC2)(C=3C=CC=CC3)[Pd]([P](C=4C=CC=CC4)(C=5C=CC=CC5)C=6C=CC=CC6)([P](C=7C=CC=CC7)(C=8C=CC=CC8)C=9C=CC=CC9)[P](C=1C=CC=CC1)(C=1C=CC=CC1)C=1C=CC=CC1 (Tetrakis(triphenylphosphine)palladium(0)). Solvent: C(C)OCC (diethyl ether), C(C)C(C(=O)O)CCCC (2-ethyl-hexanoic acid), ClCCl.C(C)(=O)OCC (dichloromethane ethyl acetate). Run at time 15 minute. Yields the product O=S1(N(N=C(C2=CC=CC=C12)C1=CC=CC=C1)CC=1[C@@H]([C@H]2N(C1C(=O)[O-])C([C@@H]2[C@@H](C)O)=O)C)=O.[Na+] (Sodium (1S,5R,6S)-2-(1,1-dioxo-4-phenyl-2H-1-thia-2,3-diaza-naphthalen-2-ylmethyl)-6-[1(R)-hydroxy-ethyl]-1-methyl-carbapen-2-em-3-carboxylate). As a reaction SMILES: C(OC([O:7][C@@H:8]([C@H:10]1[C:42](=[O:43])[N:12]2[C:13]([C:36]([O:38]CC=C)=[O:37])=[C:14]([CH2:17][N:18]3[N:27]=[C:26]([C:28]4[CH:33]=[CH:32][CH:31]=[CH:30][CH:29]=4)[C:25]4[C:20](=[CH:21][CH:22]=[CH:23][CH:24]=4)[S:19]3(=[O:35])=[O:34])[C@H:15]([CH3:16])[C@H:11]12)[CH3:9])=O)C=C.C1(P(C2C=CC=CC=2)C2C=CC=CC=2)C=CC=CC=1.C(C(CCCC)C([O-])=O)C.[Na+:73].C(OCC)(=O)C>C(C(CCCC)C(O)=O)C.C(OCC)C.C1C=CC([P]([Pd]([P](C2C=CC=CC=2)(C2C=CC=CC=2)C2C=CC=CC=2)([P](C2C=CC=CC=2)(C2C=CC=CC=2)C2C=CC=CC=2)[P](C2C=CC=CC=2)(C2C=CC=CC=2)C2C=CC=CC=2)(C2C=CC=CC=2)C2C=CC=CC=2)=CC=1.ClCCl.C(OCC)(=O)C>[O:35]=[S:19]1(=[O:34])[C:20]2[C:25](=[CH:24][CH:23]=[CH:22][CH:21]=2)[C:26]([C:28]2[CH:29]=[CH:30][CH:31]=[CH:32][CH:33]=2)=[N:27][N:18]1[CH2:17][C:14]1[C@H:15]([CH3:16])[C@@H:11]2[C@@H:10]([C@H:8]([OH:7])[CH3:9])[C:42](=[O:43])[N:12]2[C:13]=1[C:36]([O-:38])=[O:37].[Na+:73] |f:2.3,8.9,10.11,^1:98,100,119,138|. Procedure details: The product from step 1 (26 mg, 0.043 mmol), triphenylphosphine (4.0 mg, 0.015 mmol), 0.5M sodium 2-ethyl-hexanoate in ethyl acetate (0.095 mL, 0.048 mmol), and 0.5M 2-ethyl-hexanoic acid in ethyl acetate (0.095 mL, 0.048 mmol) were dissolved in 1:1 dichloromethane-ethyl acetate (1.5 mL). Tetrakis(triphenylphosphine)palladium(0) (6 mg, 0.005 mmol) was added and the resulting mixture was stirred at room temperature for 15 minutes. The mixture was diluted with diethyl ether and extracted with wate... Starting materials: CC(=O)OC(C)=O, CN(C)C=O, Nc1ccc(C=C2CCCc3c2nc2ccc(C(=O)O)cn2c3=O)cc1, c1ccncc1. Yields the product CC(=O)Nc1ccc(C=C2CCCc3c2nc2ccc(C(=O)O)cn2c3=O)cc1. As a reaction SMILES: [CH3:27][C:28](=[O:29])[O:30][C:31](=[O:32])[CH3:33].[CH3:40][N:41]([CH3:42])[CH:43]=[O:44].[NH2:1][c:2]1[cH:3][cH:4][c:5]([CH:6]=[C:7]2[CH2:8][CH2:9][CH2:10][c:11]3[c:12](=[O:24])[n:13]4[c:14]([n:15][c:16]32)[cH:17][cH:18][c:19]([C:21](=[O:22])[OH:23])[cH:20]4)[cH:25][cH:26]1.[cH:34]1[cH:35][cH:36][n:37][cH:38][cH:39]1>>[NH:1]([c:2]1[cH:3][cH:4][c:5]([CH:6]=[C:7]2[CH2:8][CH2:9][CH2:10][c:11]3[c:12](=[O:24])[n:13]4[c:14]([n:15][c:16]32)[cH:17][cH:18][c:19]([C:21](=[O:22])[OH:23])[cH:20]4)[cH:25][cH:26]1)[C:28]([CH3:27])=[O:29]. Reactants: ClB(Cl)Cl, C=CC(C)(C)c1ccc(OC)c(C=O)c1, ClCCl, O. Yields the product C=CC(C)(C)c1ccc(O)c(C=O)c1. Reaction SMILES: [B:1]([Cl:2])([Cl:3])[Cl:4].[CH3:5][C:6]([CH:7]=[CH2:8])([CH3:9])[c:10]1[cH:11][cH:12][c:13]([O:18][CH3:19])[c:14]([CH:15]=[O:16])[cH:17]1.[Cl:21][CH2:22][Cl:23].[OH2:20]>>[CH3:5][C:6]([CH:7]=[CH2:8])([CH3:9])[c:10]1[cH:11][cH:12][c:13]([OH:18])[c:14]([CH:15]=[O:16])[cH:17]1. The reactants are CC(=O)O, CCOC(C)=O, CCCCCCCCCCCc1nnc2n1-c1ccccc1C(c1ccc(Cl)cc1)=NC2, ClCCl, [Zn]. The product is CCCCCCCCCCCc1nnc2n1-c1ccccc1C(c1ccc(Cl)cc1)NC2. Reaction SMILES: [CH3:33][C:34](=[O:35])[OH:36].[CH3:37][CH2:38][O:39][C:40](=[O:41])[CH3:42].[Cl:1][c:2]1[cH:3][cH:4][c:5]([C:8]2=[N:9][CH2:10][c:11]3[n:12]([c:19]([CH2:22][CH2:23][CH2:24][CH2:25][CH2:26][CH2:27][CH2:28][CH2:29][CH2:30][CH2:31][CH3:32])[n:20][n:21]3)-[c:13]3[c:14]2[cH:15][cH:16][cH:17][cH:18]3)[cH:6][cH:7]1.[Cl:43][CH2:44][Cl:45].[Zn:46]>>[Cl:1][c:2]1[cH:3][cH:4][c:5]([CH:8]2[NH:9][CH2:10][c:11]3[n:12]([c:19]([CH2:22][CH2:23][CH2:24][CH2:25][CH2:26][CH2:27][CH2:28][CH2:29][CH2:30][CH2:31][CH3:32])[n:20][n:21]3)-[c:13]3[c:14]2[cH:15][cH:16][cH:17][cH:18]3)[cH:6][cH:7]1.